Task: describe an organic reaction: reactants, conditions, products, and yield. Dataset: the Open Reaction Database (ORD), a public repository of structured organic reaction records The reactants are N#CCC(=O)O, CS(=O)(=O)Cl, CN(C)C=O, CC(C)O, NC(=O)Nc1ccc(I)cc1F, O. Yields the product N#CCC(=O)NC(=O)Nc1ccc(I)cc1F. Reaction SMILES: [C:13](#[N:14])[CH2:15][C:16](=[O:17])[OH:18].[CH3:19][S:20](=[O:21])(=[O:22])[Cl:23].[CH3:29][N:30]([CH3:31])[CH:32]=[O:33].[CH:24]([OH:25])([CH3:26])[CH3:27].[F:1][c:2]1[c:3]([NH:9][C:10](=[O:11])[NH2:12])[cH:4][cH:5][c:6]([I:8])[cH:7]1.[OH2:28]>>[F:1][c:2]1[c:3]([NH:9][C:10](=[O:11])[NH:12][C:16]([CH2:15][C:13]#[N:14])=[O:17])[cH:4][cH:5][c:6]([I:8])[cH:7]1. Starting materials: CC1=CC=C(O1)C(O)CCCC (5-methyl-2-furyl-n-butylcarbinol), Cl (HCl), [OH-].[Na+] (NaOH), [Cl-].[Na+] (sodium chloride), [OH-].[Na+] (NaOH), Cl (HCl), [OH-].[Na+] (NaOH). The solvent is O (water), C(C)(=O)OCC.CCCCCC (ethyl acetate n-hexane). Run at temperature 40 celsius. The product is C(CCC)C1C(C=CC1(C)O)=O (2-n-butyl-3-hydroxy-3-methyl-4-cyclopentenone). Reaction SMILES: [CH3:1][C:2]1[O:6][C:5]([CH:7]([CH2:9][CH2:10][CH2:11][CH3:12])O)=[CH:4][CH:3]=1.[OH-:13].[Na+].Cl.[Cl-].[Na+]>C(OCC)(=O)C.CCCCCC.O>[CH2:9]([CH:7]1[C:2]([OH:6])([CH3:1])[CH:3]=[CH:4][C:5]1=[O:13])[CH2:10][CH2:11][CH3:12] |f:1.2,4.5,6.7|. Procedure details: In a reaction vessel, water (40 ml) and 5-methyl-2-furyl-n-butylcarbinol (0.5 g) were charged, and the pH value was regulated to 5 with an aqueous 1 N NaOH solution and an aqueous 1 N HCl solution. The temperature was elevated up to 100° C. to reflux, and the mixture was stirred under reflux for 30 hours while maintaining a pH value of 5 to 5.5 by the addition of an aqueous 1 N NaOH solution and an aqueous 1 N HCl solution. After cooling to 40° C., the reaction mixture was neutralized with an aq... Yields the product O[C@H](C(=O)N(CCC=1C=NC(=CC1)C(F)(F)F)C=1C=NC2=CC=CC=C2C1)C1=CC=CC=C1 ((S)-2-Hydroxy-2-phenyl-N-quinolin-3-yl-N-[2-(6-trifluoromethyl-pyridin-3-yl)-ethyl]-acetamide). The reactants are N1=CC(=CC2=CC=CC=C12)N (Quinolin-3-ylamine), FC(C1=CC=C(C=N1)CC#N)(F)F ((6-Trifluoromethyl-pyridin-3-yl)-acetonitrile), C(C)(=O)OC([C@@H](O)C1=CC=CC=C1)=O ((S)-(+)-O-acetyl-L-mandelic acid). As a reaction SMILES: [N:1]1[C:10]2[C:5](=[CH:6][CH:7]=[CH:8][CH:9]=2)[CH:4]=[C:3]([NH2:11])[CH:2]=1.[F:12][C:13]([F:24])([F:23])[C:14]1[N:19]=[CH:18][C:17]([CH2:20][C:21]#N)=[CH:16][CH:15]=1.C([O:28][C:29](=O)[C@H:30]([C:32]1[CH:37]=[CH:36][CH:35]=[CH:34][CH:33]=1)[OH:31])(=O)C>>[OH:31][C@@H:30]([C:32]1[CH:37]=[CH:36][CH:35]=[CH:34][CH:33]=1)[C:29]([N:11]([C:3]1[CH:2]=[N:1][C:10]2[C:5]([CH:4]=1)=[CH:6][CH:7]=[CH:8][CH:9]=2)[CH2:21][CH2:20][C:17]1[CH:18]=[N:19][C:14]([C:13]([F:24])([F:23])[F:12])=[CH:15][CH:16]=1)=[O:28]. Procedure: In analogy to example 47 (step 2) and example 48 (steps 3 & 4), Quinolin-3-ylamine, (6-Trifluoromethyl-pyridin-3-yl)-acetonitrile & (S)-(+)-O-acetyl-L-mandelic acid were successively coupled and hydrolysed to give the target compound. MS(m/e): 452.1 [M+H]+.